This data is from the Open Reaction Database (ORD), a public repository of structured organic reaction records. The task is: describe an organic reaction: reactants, conditions, products, and yield Starting materials: C(F)F (HFC-32), C(F)F (HFC-32), C(C(F)(F)F)(F)F (HFC-125), C(C(F)(F)F)(F)F (HFC-125), C(C(F)(F)Cl)(F)(F)F (CFC-115). Product: C(C(F)(F)Cl)(F)(F)F.C(F)F (CFC-115 HFC-32). RXN SMILES: [CH2:1]([F:3])[F:2].C(F)(F)C(F)(F)F.[C:11]([F:18])([F:17])([F:16])[C:12]([Cl:15])([F:14])[F:13]>>[C:11]([F:18])([F:17])([F:16])[C:12]([Cl:15])([F:14])[F:13].[CH2:1]([F:3])[F:2] |f:3.4|. Reported procedure: A particularly desirable process permitted by the instant invention relates to HFC-32 that is synthecised with, or subsequently added to an HFC-125 stream which contains HF and CFC-115. The presence of HFC-32 permits the HFC-125 to be separated from the HF in a first column via removal of an HFC-32/HFC-125 azeotrope as distillate, wherein the HF may then be recycled from the bottoms to a fluorination reactor. The presence of HFC-32 also allows for separating CFC-115 from the HFC-125 in a second ... Reactants: NC(CN)C1=CC=CC=C1 (1,2-Diamino-1-phenylethane), C1(=CC=C(C=C1)S(=O)(=O)Cl)C (p-toluenesulfonyl chloride), CCOCC (Ether), Example 31B, [OH-].[Na+] (sodium hydroxide). Solvent: O (water). Conditions: time 10 minute. Product: C1(=CC=C(C=C1)S(=O)(=O)NC(CNS(=O)(=O)C1=CC=C(C=C1)C)C1=CC=CC=C1)C (N, N'-Di(p-toluenesulfonyl)-1,2-diamino-1-phenylethane). The yield is 73.0%. RXN SMILES: [NH2:1][CH:2]([C:5]1[CH:10]=[CH:9][CH:8]=[CH:7][CH:6]=1)[CH2:3][NH2:4].[OH-:11].[Na+].[C:13]1([CH3:23])[CH:18]=[CH:17][C:16]([S:19](Cl)(=[O:21])=[O:20])=[CH:15][CH:14]=1.CCO[CH2:27][CH3:28]>O>[C:13]1([CH3:23])[CH:18]=[CH:17][C:16]([S:19]([NH:1][CH:2]([C:5]2[CH:10]=[CH:9][CH:8]=[CH:7][CH:6]=2)[CH2:3][NH:4][S:19]([C:16]2[CH:17]=[CH:18][C:27]([CH3:28])=[CH:14][CH:15]=2)(=[O:20])=[O:11])(=[O:21])=[O:20])=[CH:15][CH:14]=1 |f:1.2|. Procedure details: 1,2-Diamino-1-phenylethane prepared as in Example 31B (5.0 g, 37.5 mmol) was dissolved in water (110 ml), and sodium hydroxide (3.0 g, 75 mmol) was added in small portions. After stirring for 10 min, p-toluenesulfonyl chloride (14.31 g, 75.1 mmol) was added and stirring was continued for 1 h. Ether (225 ml) was added and the reaction mixture was stirred overnight at room temperature. A white solid precipitated out during this time. The solid was filtered, washed with ether, and dried (13 g). Rec... Reactants: Cl (HCl), C(=O)(O)C=1C=C2C(=CNC2=CC1)CCCCN1CCN(CC1)C=1C=CC2=C(CCO2)C1 (1-[4-(5-carboxyindol-3-yl)butyl]-4-(2,3-dihydrobenzofuran-5-yl)piperazine), CO (methanol). Yields the product COC(=O)C=1C=C2C(=CNC2=CC1)CCCCN1CCN(CC1)C=1C=CC2=C(CCO2)C1 (1-[4-(5-methoxycarbonylindol-3-yl)butyl]-4-(2,3-dihydrobenzofuran-5-yl)piperazine). RXN SMILES: Cl.[C:2]([C:5]1[CH:6]=[C:7]2[C:11](=[CH:12][CH:13]=1)[NH:10][CH:9]=[C:8]2[CH2:14][CH2:15][CH2:16][CH2:17][N:18]1[CH2:23][CH2:22][N:21]([C:24]2[CH:25]=[CH:26][C:27]3[O:31][CH2:30][CH2:29][C:28]=3[CH:32]=2)[CH2:20][CH2:19]1)([OH:4])=[O:3].[CH3:33]O>>[CH3:33][O:3][C:2]([C:5]1[CH:6]=[C:7]2[C:11](=[CH:12][CH:13]=1)[NH:10][CH:9]=[C:8]2[CH2:14][CH2:15][CH2:16][CH2:17][N:18]1[CH2:19][CH2:20][N:21]([C:24]2[CH:25]=[CH:26][C:27]3[O:31][CH2:30][CH2:29][C:28]=3[CH:32]=2)[CH2:22][CH2:23]1)=[O:4]. Procedure details: HCl gas is passed into a boiling solution of 2.5 g of 1-[4-(5-carboxyindol-3-yl)butyl]-4-(2,3-dihydrobenzofuran-5-yl)piperazine in 50 ml of absolute methanol for 2 hours. The mixture is then boiled for a further hour, worked up in the customary manner and gives 1-[4-(5-methoxycarbonylindol-3-yl)butyl]-4-(2,3-dihydrobenzofuran-5-yl)piperazine. Reactants: C(CCCCCCCC)NC(CCC(=O)O)=O (4-nonylamino-4-oxobutyric acid), OO (hydrogen peroxide). Run in CS(=O)(=O)O (methanesulfonic acid). Reaction conditions: temperature -15 celsius. The product is C(CCCCCCCC)NC(CCC(=O)OO)=O (4-Nonylamino-4-Oxoperoxybutyric Acid). Isolated yield 89.3%. Reaction SMILES: [CH2:1]([NH:10][C:11](=[O:17])[CH2:12][CH2:13][C:14]([OH:16])=[O:15])[CH2:2][CH2:3][CH2:4][CH2:5][CH2:6][CH2:7][CH2:8][CH3:9].[OH:18]O>CS(O)(=O)=O>[CH2:1]([NH:10][C:11](=[O:17])[CH2:12][CH2:13][C:14]([O:16][OH:18])=[O:15])[CH2:2][CH2:3][CH2:4][CH2:5][CH2:6][CH2:7][CH2:8][CH3:9]. Procedure: A 500 mL beaker was charged with 50.0 g (0.205 mol) of 4-nonylamino-4-oxobutyric acid and 100 mL of 98% methanesulfonic acid. The resulting solution was cooled in an ice bath and, with stirring, 38.8 g of 90% hydrogen peroxide (34.9 g, 1.03 mol of hydrogen peroxide) was added dropwise at a rate such that the temperature of the reaction mixture did not rise above 20° C. (required 10 minutes). The solution was stirred at room temperature for 1.5 hours, cooled to -15° C., and poured over ice. The p... The reactants are CC=1C=C(C2=C(CCO2)C1C1=CC=NC=C1)N (5-methyl-4-(pyridin-4-yl)-2,3-dihydrobenzofuran-7-amine), TEA. The reagents and catalysts are O=[Pt]=O (PtO2). Reported procedure: A mixture of 5-methyl-4-(pyridin-4-yl)-2,3-dihydrobenzofuran-7-amine (1f) (0.40 g, 1.8 mmol), PtO2 (120 mg, 35%) and TEA (0.24 mL, 3.6 mmol) in HOAc (30 mL) was introduced H2 and stirred at ambient temperature for 24 h (88 psi). The mixture was filtered, concentrated, diluted with EtOAc (50 mL). A solution of ammonium hydroxide was added until pH=10, it was extracted with EtOAc (150 mL), washed with water, brine, dried and concentrated to give the title compound (1g) as a yellow oil. MS-ESI (m/z... The product is CC=1C=C(C2=C(CCO2)C1C1CCNCC1)N (5-methyl-4-(piperidin-4-yl)-2,3-dihydrobenzofuran-7-amine). As a reaction SMILES: [CH3:1][C:2]1[CH:3]=[C:4]([NH2:17])[C:5]2[O:9][CH2:8][CH2:7][C:6]=2[C:10]=1[C:11]1[CH:16]=[CH:15][N:14]=[CH:13][CH:12]=1>CC(O)=O.O=[Pt]=O>[CH3:1][C:2]1[CH:3]=[C:4]([NH2:17])[C:5]2[O:9][CH2:8][CH2:7][C:6]=2[C:10]=1[CH:11]1[CH2:16][CH2:15][NH:14][CH2:13][CH2:12]1. Run at time 24 hour. Solvent: CC(=O)O (HOAc). Starting materials: CC(=O)O[BH-](OC(C)=O)OC(C)=O, CNC, CC(=O)O, Cc1ccc(C(=O)NC2CC2)cc1NC(=O)c1ccc(OCc2ccc(CO)cn2)cc1, ClCCl, [Na+], O. Product: Cc1ccc(C(=O)NC2CC2)cc1NC(=O)c1ccc(OCc2ccc(CN(C)C)cn2)cc1. As a reaction SMILES: [C:40]([O:41][BH-:42]([O:43][C:44](=[O:45])[CH3:46])[O:47][C:48](=[O:49])[CH3:50])(=[O:51])[CH3:52].[CH3:33][NH:34][CH3:35].[CH3:36][C:37](=[O:38])[OH:39].[CH:1]1([NH:4][C:5]([c:6]2[cH:7][c:8]([NH:13][C:14]([c:15]3[cH:16][cH:17][c:18]([O:21][CH2:22][c:23]4[n:24][cH:25][c:26]([CH2:29][OH:30])[cH:27][cH:28]4)[cH:19][cH:20]3)=[O:31])[c:9]([CH3:12])[cH:10][cH:11]2)=[O:32])[CH2:2][CH2:3]1.[Cl:54][CH2:55][Cl:56].[Na+:53].[OH2:57]>>[CH:1]1([NH:4][C:5]([c:6]2[cH:7][c:8]([NH:13][C:14]([c:15]3[cH:16][cH:17][c:18]([O:21][CH2:22][c:23]4[n:24][cH:25][c:26]([CH2:29][N:34]([CH3:33])[CH3:35])[cH:27][cH:28]4)[cH:19][cH:20]3)=[O:31])[c:9]([CH3:12])[cH:10][cH:11]2)=[O:32])[CH2:2][CH2:3]1. The reactants are CC1=CC(=CC=2CCOC21)[N+](=O)[O-] (7-methyl-5-nitro-2,3-dihydrobenzofuran). The reagents and catalysts are [Pd] (palladium on carbon). The solvent is C(C)O (ethanol). Product: NC=1C=C(C2=C(CCO2)C1)C (5-Amino-7-methyl-2,3-dihydrobenzofuran). Yield: 42.0%. RXN SMILES: [CH3:1][C:2]1[C:10]2[O:9][CH2:8][CH2:7][C:6]=2[CH:5]=[C:4]([N+:11]([O-])=O)[CH:3]=1>C(O)C.[Pd]>[NH2:11][C:4]1[CH:3]=[C:2]([CH3:1])[C:10]2[O:9][CH2:8][CH2:7][C:6]=2[CH:5]=1. Procedure: A solution of 7-methyl-5-nitro-2,3-dihydrobenzofuran (2 g) in ethanol (25 ml) was hydrogenated over palladium on carbon catalyst overnight. The catalyst was filtered off and the solvent removed in vacuo. The residue was partitioned between ether (30 ml) and hydrochloric acid (2M; 30 ml), the acid layer removed and the organic extracted with further acid. The combined acidic extracts were basified with 5M sodium hydroxide and extracted with ether (4×25 ml). The combined, dried (MgSO4), extracts w... Reactants: Cc1cnc2n1-c1ccccc1CCC2NC(=O)OCc1ccccc1, CCO, [H][H]. Yields the product Cc1cnc2n1-c1ccccc1CCC2N. RXN SMILES: [CH3:1][c:2]1[cH:3][n:4][c:5]2[n:6]1-[c:7]1[c:8]([cH:23][cH:24][cH:25][cH:26]1)[CH2:9][CH2:10][CH:11]2[NH:12][C:13](=[O:14])[O:15][CH2:16][c:17]1[cH:18][cH:19][cH:20][cH:21][cH:22]1.[CH3:29][CH2:30][OH:31].[H:27][H:28]>>[CH3:1][c:2]1[cH:3][n:4][c:5]2[n:6]1-[c:7]1[c:8]([cH:23][cH:24][cH:25][cH:26]1)[CH2:9][CH2:10][CH:11]2[NH2:12].